This data is from the Open Reaction Database (ORD), a public repository of structured organic reaction records. The task is: describe an organic reaction: reactants, conditions, products, and yield Reactants: COC(C(OC)(OC)OC)C (tetramethoxypropane), FC1=CC=C(OC2=CC(=CC=3NC(=NC32)NN)OC=3C=NC=CC3)C=C1 ((4-(4-fluoro-phenoxy)-6-(pyridin-3-yloxy)-1H-benzimidazol-2-yl)-hydrazine). The solvent is C(C)O (ethanol). Run at temperature 80 celsius, time 8 hour. Product: FC1=CC=C(OC2=CC(=CC=3NC(=NC32)N3N=CC=C3)OC=3C=NC=CC3)C=C1 (4-(4-fluoro-phenoxy)-2-(pyrazol-1-yl)-6-(pyridin-3-yloxy)-1H-benzimidazole). RXN SMILES: CO[CH:3]([CH3:11])[C:4](OC)(OC)OC.[F:12][C:13]1[CH:37]=[CH:36][C:16]([O:17][C:18]2[C:26]3[N:25]=[C:24]([NH:27][NH2:28])[NH:23][C:22]=3[CH:21]=[C:20]([O:29][C:30]3[CH:31]=[N:32][CH:33]=[CH:34][CH:35]=3)[CH:19]=2)=[CH:15][CH:14]=1>C(O)C>[F:12][C:13]1[CH:37]=[CH:36][C:16]([O:17][C:18]2[C:26]3[N:25]=[C:24]([N:27]4[CH:11]=[CH:3][CH:4]=[N:28]4)[NH:23][C:22]=3[CH:21]=[C:20]([O:29][C:30]3[CH:31]=[N:32][CH:33]=[CH:34][CH:35]=3)[CH:19]=2)=[CH:15][CH:14]=1. Procedure details: 0.012 ml of tetramethoxypropane was added to an ethanol (0.3 ml) solution of 8.3 mg of (4-(4-fluoro-phenoxy)-6-(pyridin-3-yloxy)-1H-benzimidazol-2-yl)-hydrazine, and the reaction liquid was stirred overnight at 80° C. The reaction solvent was evaporated away under reduced pressure, and the resulting residue was purified through partitioning thin-layer chromatography (Kieselgel™ 60F254, Art 5744 (by Merck), chloroform/methanol=9/1) to obtain the entitled compound. The reactants are C[O-], CO, O=C(c1nc(Cl)c(-c2cccc(C(F)(F)F)c2)cc1Cl)N1CCC(N2CCCC2)CC1, [Na+]. The product is COc1nc(C(=O)N2CCC(N3CCCC3)CC2)c(Cl)cc1-c1cccc(C(F)(F)F)c1. As a reaction SMILES: [CH3:32][O-:33].[CH3:35][OH:36].[Cl:1][c:2]1[c:3]([C:19](=[O:20])[N:21]2[CH2:22][CH2:23][CH:24]([N:27]3[CH2:28][CH2:29][CH2:30][CH2:31]3)[CH2:25][CH2:26]2)[n:4][c:5]([Cl:18])[c:6](-[c:8]2[cH:9][c:10]([C:14]([F:15])([F:16])[F:17])[cH:11][cH:12][cH:13]2)[cH:7]1.[Na+:34]>>[Cl:1][c:2]1[c:3]([C:19](=[O:20])[N:21]2[CH2:22][CH2:23][CH:24]([N:27]3[CH2:28][CH2:29][CH2:30][CH2:31]3)[CH2:25][CH2:26]2)[n:4][c:5]([O:33][CH3:32])[c:6](-[c:8]2[cH:9][c:10]([C:14]([F:15])([F:16])[F:17])[cH:11][cH:12][cH:13]2)[cH:7]1.